Dataset: the Open Reaction Database (ORD), a public repository of structured organic reaction records. Task: describe an organic reaction: reactants, conditions, products, and yield Reactants: C1CCOC1, CC(C)=CCBr, COc1cccc2nc(-c3c(F)cccc3F)[nH]c12, [H-], [Na+]. Yields the product COc1cccc2c1nc(-c1c(F)cccc1F)n2CC=C(C)C. As a reaction SMILES: [CH2:28]1[O:29][CH2:30][CH2:31][CH2:32]1.[CH3:20][C:21](=[CH:22][CH2:23][Br:24])[CH3:25].[F:1][c:2]1[c:3](-[c:9]2[nH:10][c:11]3[c:12]([n:13]2)[cH:14][cH:15][cH:16][c:17]3[O:18][CH3:19])[c:4]([F:8])[cH:5][cH:6][cH:7]1.[H-:27].[Na+:26]>>[F:1][c:2]1[c:3](-[c:9]2[n:10][c:11]3[c:12]([n:13]2[CH2:23][CH:22]=[C:21]([CH3:20])[CH3:25])[cH:14][cH:15][cH:16][c:17]3[O:18][CH3:19])[c:4]([F:8])[cH:5][cH:6][cH:7]1. The reactants are Cn1c(Cl)nc(-c2ccncc2)c(-c2cccc(Br)c2)c1=O, CCN(C(C)C)C(C)C, CC(C)NCC1CCCN1, ClCCl. The product is CC(C)NCC1CCCN1c1nc(-c2ccncc2)c(-c2cccc(Br)c2)c(=O)n1C. As a reaction SMILES: [Br:20][c:21]1[cH:22][c:23](-[c:27]2[c:28](=[O:41])[n:29]([CH3:40])[c:30]([Cl:39])[n:31][c:32]2-[c:33]2[cH:34][cH:35][n:36][cH:37][cH:38]2)[cH:24][cH:25][cH:26]1.[CH:11]([N:12]([CH:13]([CH3:14])[CH3:15])[CH2:16][CH3:17])([CH3:18])[CH3:19].[CH:1]([CH3:2])([CH3:3])[NH:4][CH2:5][CH:6]1[NH:7][CH2:8][CH2:9][CH2:10]1.[Cl:42][CH2:43][Cl:44]>>[CH:1]([CH3:2])([CH3:3])[NH:4][CH2:5][CH:6]1[N:7]([c:30]2[n:29]([CH3:40])[c:28](=[O:41])[c:27](-[c:23]3[cH:22][c:21]([Br:20])[cH:26][cH:25][cH:24]3)[c:32](-[c:33]3[cH:34][cH:35][n:36][cH:37][cH:38]3)[n:31]2)[CH2:8][CH2:9][CH2:10]1.